From a dataset of the Open Reaction Database (ORD), a public repository of structured organic reaction records. describe an organic reaction: reactants, conditions, products, and yield Yield: 80.4%. Reaction SMILES: [C:1]12([C:11]3[CH:21]=[CH:20][C:14]([O:15][CH2:16][C:17]([OH:19])=O)=[CH:13][CH:12]=3)[CH2:10][CH:5]3[CH2:6][CH:7]([CH2:9][CH:3]([CH2:4]3)[CH2:2]1)[CH2:8]2.[F:22][C:23]([F:34])([F:33])[C:24]1[N:28]2[CH2:29][CH2:30][NH:31][CH2:32][C:27]2=[N:26][N:25]=1>>[C:1]12([C:11]3[CH:12]=[CH:13][C:14]([O:15][CH2:16][C:17]([N:31]4[CH2:30][CH2:29][N:28]5[C:24]([C:23]([F:34])([F:22])[F:33])=[N:25][N:26]=[C:27]5[CH2:32]4)=[O:19])=[CH:20][CH:21]=3)[CH2:2][CH:3]3[CH2:4][CH:5]([CH2:6][CH:7]([CH2:9]3)[CH2:8]1)[CH2:10]2. Product: C12(CC3CC(CC(C1)C3)C2)C2=CC=C(OCC(=O)N3CC=1N(CC3)C(=NN1)C(F)(F)F)C=C2 (2-(4-(adamantan-1-yl)phenoxy)-1-(3-(trifluoromethyl)-5,6-dihydro-[1,2,4]triazolo[4,3-a]pyrazin-7(8H)-yl)ethanone). Reactants: C12(CC3CC(CC(C1)C3)C2)C2=CC=C(OCC(=O)O)C=C2 (2-(4-(adamantan-1-yl)phenoxy)acetic acid), FC(C1=NN=C2N1CCNC2)(F)F (3-(trifluoromethyl)-5,6,7,8-tetrahydro-[1,2,4]triazolo[4,3-a]pyrazine). Procedure: The title compound was prepared from 2-(4-(adamantan-1-yl)phenoxy)acetic acid (0.08 g, 0.27 mmol) and 3-(trifluoromethyl)-5,6,7,8-tetrahydro-[1,2,4]triazolo[4,3-a]pyrazine (0.053 g, 0.27 mmol) according to the example 1, which was given 2-(4-(adamantan-1-yl)phenoxy)-1-(3-(trifluoromethyl)-5,6-dihydro-[1,2,4]triazolo[4,3-a]pyrazin-7(8H)-yl)ethanone as a white solid (0.10 g, 78.1% yield). Yield: 74.0%. Procedure details: In analogy to the procedure described for the synthesis of 5-tert-butyl-3-(2-chloro-benzyl)-7-morpholin-4-yl-3H-[1,2,3]triazolo[4,5-d]pyrimidine (example 1, step c), the title compound was prepared from 5-tert-butyl-7-chloro-3-(2-chlorobenzyl)-3H-[1,2,3]triazolo[4,5-d]pyrimidine and isoxazolidine hydrochloride and isolated as white solid (13.1 mg, 74%). MS (m/e): 373.4 (MH+). The product is C(C)(C)(C)C=1N=C(C2=C(N1)N(N=N2)CC2=C(C=CC=C2)Cl)N2OCCC2 (5-tert-Butyl-3-(2-chloro-benzyl)-7-isoxazolidin-2-yl-3H-[1,2,3]triazolo[4,5-d]pyrimidine), solid. As a reaction SMILES: [C:1]([C:5]1[N:6]=[C:7]([N:22]2[CH2:27][CH2:26]OCC2)[C:8]2[N:13]=[N:12][N:11]([CH2:14][C:15]3[CH:20]=[CH:19][CH:18]=[CH:17][C:16]=3[Cl:21])[C:9]=2[N:10]=1)([CH3:4])([CH3:3])[CH3:2].C(C1N=C(Cl)C2N=NN(CC3C=CC=CC=3Cl)C=2N=1)(C)(C)C.Cl.[O:51]1[CH2:55]CCN1>>[C:1]([C:5]1[N:6]=[C:7]([N:22]2[CH2:27][CH2:26][CH2:55][O:51]2)[C:8]2[N:13]=[N:12][N:11]([CH2:14][C:15]3[CH:20]=[CH:19][CH:18]=[CH:17][C:16]=3[Cl:21])[C:9]=2[N:10]=1)([CH3:3])([CH3:2])[CH3:4] |f:2.3|. Starting materials: C(C)(C)(C)C=1N=C(C2=C(N1)N(N=N2)CC2=C(C=CC=C2)Cl)N2CCOCC2 (5-tert-Butyl-3-(2-chloro-benzyl)-7-morpholin-4-yl-3H-[1,2,3]triazolo[4,5-d]pyrimidine), C(C)(C)(C)C=1N=C(C2=C(N1)N(N=N2)CC2=C(C=CC=C2)Cl)Cl (5-tert-butyl-7-chloro-3-(2-chlorobenzyl)-3H-[1,2,3]triazolo[4,5-d]pyrimidine), Cl.O1NCCC1 (isoxazolidine hydrochloride). The reactants are C1CCC2=NCCCN2CC1 (DBU), C(C)OC(NC1=C(C=C(C=C1)Cl)CO)=O ((4-Chloro-2-hydroxymethyl-phenyl)-carbamic acid ethyl ester), resultant solution. Run in CCOC(=O)C (EtOAc), C1(=CC=CC=C1)C (toluene). Product: ClC1=CC2=C(NC(OC2)=O)C=C1 (6-Chloro-1,4-dihydro-benzo[d][1,3]oxazin-2-one). As a reaction SMILES: C([O:3][C:4](=[O:15])[NH:5][C:6]1[CH:11]=[CH:10][C:9]([Cl:12])=[CH:8][C:7]=1[CH2:13]O)C.C1CCN2C(=NCCC2)CC1>C1(C)C=CC=CC=1.CCOC(C)=O>[Cl:12][C:9]1[CH:10]=[CH:11][C:6]2[NH:5][C:4](=[O:3])[O:15][CH2:13][C:7]=2[CH:8]=1. Procedure: To a solution of (4-chloro-2-hydroxymethyl-phenyl)-carbamic acid ethyl ester (71) obtained from the previous step in 5 mL of toluene was added 3 mL of DBU (2 equiv) and the resultant solution was heated at 110° C. overnight. After cooling to rt, the mixture was diluted with EtOAc and washed with water. The organic layer was dried over sodium sulfate, filtered and dried in vacuo to give 6-chloro-1,4-dihydro-benzo[d][1,3]oxazin-2-one (72). Starting materials: C(C)OC(=O)C1=CSC(=C1)Br (5-Bromo-thiophene-3-carboxylic acid ethyl ester), N1=CC=C(C=C1)B(O)O (4-pyridylboronic acid), C([O-])([O-])=O.[Cs+].[Cs+] (caesium carbonate), palladium (0) tetrakis-triphenylphosphine, CCOCC (ether). RXN SMILES: [CH2:1]([O:3][C:4]([C:6]1[CH:10]=[C:9](Br)[S:8][CH:7]=1)=[O:5])[CH3:2].[N:12]1[CH:17]=[CH:16][C:15](B(O)O)=[CH:14][CH:13]=1.C(=O)([O-])[O-].[Cs+].[Cs+].CCOCC>O.COCCOC>[CH2:1]([O:3][C:4]([C:6]1[CH:10]=[C:9]([C:15]2[CH:16]=[CH:17][N:12]=[CH:13][CH:14]=2)[S:8][CH:7]=1)=[O:5])[CH3:2] |f:2.3.4|. Solvent: O (water), IMS, COCCOC (DME), O (water). Reaction conditions: temperature 140 celsius. The yield is 2.9%. Procedure details: 5-Bromo-thiophene-3-carboxylic acid ethyl ester (5.26 mmol), 4-pyridylboronic acid (5.26 mmol), caesium carbonate (7.9 mmol) and palladium (0) tetrakis-triphenylphosphine (0.53 mmol) were dissolved in a mixture of water (10 mL), IMS (20 mL) and DME (50 mL). The reaction mixture was heated by microwave irradiation to 140° C. for 10 minutes, and then ether (100 mL) and water (20 mL) were added. The organic solution was washed with water, dried with anhydrous magnesium sulfate, filtered and the sol... Yields the product C(C)OC(=O)C1=CSC(=C1)C1=CC=NC=C1 (5-Pyridin-4-yl-thiophene-3-carboxylic acid ethyl ester). The reactants are S(C)(=O)(=O)O.NC1=NC(=NC(=C1)Cl)S (4-Amino-6-chloro-2-mercapto-pyrimidine mesylate salt), ClC(C)C1=NC=CC2=CC=CC=C12 (1-(1-chloroethyl)-isoquinoline), O (water), [H-].[Na+] (sodium hydride). Run in CN(C=O)C (dimethylformamide), one, CN(C=O)C (dimethylformamide). Conditions: time 45 minute. Product: NC1=NC(=NC(=C1)Cl)SC(C)C1=NC=CC2=CC=CC=C12 (4-Amino-6-chloro-2-(1-(1-isoquinolyl)ethyl)thio-pyrimidine). Isolated yield 53.5%. Reaction SMILES: S(O)(=O)(=O)C.[NH2:6][C:7]1[CH:12]=[C:11]([Cl:13])[N:10]=[C:9]([SH:14])[N:8]=1.[H-].[Na+].Cl[CH:18]([C:20]1[C:29]2[C:24](=[CH:25][CH:26]=[CH:27][CH:28]=2)[CH:23]=[CH:22][N:21]=1)[CH3:19].O>CN(C)C=O>[NH2:6][C:7]1[CH:12]=[C:11]([Cl:13])[N:10]=[C:9]([S:14][CH:18]([C:20]2[C:29]3[C:24](=[CH:25][CH:26]=[CH:27][CH:28]=3)[CH:23]=[CH:22][N:21]=2)[CH3:19])[N:8]=1 |f:0.1,2.3|. Reported procedure: 4-Amino-6-chloro-2-mercapto-pyrimidine mesylate salt (1.29 g, 5 mmole) is dissolved in 8 ml dry dimethylformamide in a 50 ml one neck round bottom flask under nitrogen. The solution is treated with 60% sodium hydride (400 mg, 10 mmole) (exotherm) and the mixture is stirred 45 min. 1-(1-chloroethyl)-isoquinoline (958 mg, 5 mmole) in 2×2 ml dry dimethylformamide, is added to the reaction and the mixture is stirred overnight at room temperature. The reaction mixture is poured into 200 ml water and ...